Task: describe an organic reaction: reactants, conditions, products, and yield. Dataset: the Open Reaction Database (ORD), a public repository of structured organic reaction records Reaction conditions: time 45 minute. Starting materials: COC1=CC=C(C2=C1N=C(S2)N)C2CCOCC2 (4-methoxy-7-(tetrahydro-pyran-4-yl)-benzothiazol-2-ylamine), N1CCOCC1 (morpholine), C([O-])([O-])=O.[Na+].[Na+] (sodium carbonate), N1=CC=CC=C1 (pyridine), ClC(=O)OC1=CC=CC=C1 (phenyl chloroformate). Product: COC1=CC=C(C2=C1N=C(S2)NC(=O)N2CCOCC2)C2CCOCC2 (Morpholine-4-carboxylic acid [4-methoxy-7-(tetrahydro-pyran-4-yl)-benzothiazol-2-yl]-amide). Yield: 21.0%. As a reaction SMILES: [CH3:1][O:2][C:3]1[C:8]2[N:9]=[C:10]([NH2:12])[S:11][C:7]=2[C:6]([CH:13]2[CH2:18][CH2:17][O:16][CH2:15][CH2:14]2)=[CH:5][CH:4]=1.N1C=CC=CC=1.Cl[C:26](OC1C=CC=CC=1)=[O:27].[NH:35]1[CH2:40][CH2:39][O:38][CH2:37][CH2:36]1.C(=O)([O-])[O-].[Na+].[Na+]>ClCCl>[CH3:1][O:2][C:3]1[C:8]2[N:9]=[C:10]([NH:12][C:26]([N:35]3[CH2:40][CH2:39][O:38][CH2:37][CH2:36]3)=[O:27])[S:11][C:7]=2[C:6]([CH:13]2[CH2:18][CH2:17][O:16][CH2:15][CH2:14]2)=[CH:5][CH:4]=1 |f:4.5.6|. Solvent: ClCCl (dichloromethane). Procedure: To a solution of 4-methoxy-7-(tetrahydro-pyran-4-yl)-benzothiazol-2-ylamine (265 mg, 1.0 mmol) in dichloromethane (15 ml) is subsequently added pyridine (0.24 ml, 3.0 mmol) and phenyl chloroformate (0.5 ml, 1.2 mmol) and the resulting solution stirred for 45 min at ambient temperature. Then morpholine (313 mg, 3.6 mmol) is added and the mixture stirred at ambient temperature for 15 min and at 40° C. for 2.5 h. After cooling to ambient temperature, saturated aqueous sodium carbonate (15 ml) is ad... Reactants: C(CCC)N (butylamine), CC1=NOC(=C1)CON1C(C=2C(C1=O)=CC=CC2)=O (N-(3-methylisoxazol-5-yl)methoxyphthalimide), Cl (hydrogen chloride). Solvent: C(C)OCC (diethyl ether), C(C)O (ethanol). Conditions: temperature 60 celsius, time 1 hour. Product: Cl.CC1=NOC(=C1)CON (O-(3-Methylisoxazol-5-yl)methylhydroxylamine hydrochloride). Reaction SMILES: C(N)CCC.[CH3:6][C:7]1[CH:11]=[C:10]([CH2:12][O:13][N:14]2C(=O)C3=CC=CC=C3C2=O)[O:9][N:8]=1.[ClH:25]>C(O)C.C(OCC)C>[ClH:25].[CH3:6][C:7]1[CH:11]=[C:10]([CH2:12][O:13][NH2:14])[O:9][N:8]=1 |f:5.6|. Procedure details: 2.04 g of butylamine were added to a solution of 7.21 g of N-(3-methylisoxazol-5-yl)methoxyphthalimide [prepared as described in step (i) above] in 80 ml of ethanol, and the mixture was stirred for 1 hour at 60° C. At the end of this time, the temperature of the reaction mixture was lowered to room temperature, and then the reaction mixture was diluted with 300 ml of diethyl ether and acidified by the addition of a 10% by volume methanolic solution of hydrogen chloride at 0° C. The resulting cry... Starting materials: C(C1=CC=CC=C1)N1CC=2N(CC1)C=NC2C(=O)OC (Methyl 7-benzyl-5,6,7,8-tetrahydroimidazo[1,5-a]pyrazine-1-carboxylate). The solvent is CO (MeOH). Yields the product C=1(N=CN2C1CNCC2)C(=O)OC (Methyl 5,6,7,8-tetrahydroimidazo[1,5-a]pyrazine-1-carboxylate). Isolated yield 99.0%. RXN SMILES: C([N:8]1[CH2:13][CH2:12][N:11]2[CH:14]=[N:15][C:16]([C:17]([O:19][CH3:20])=[O:18])=[C:10]2[CH2:9]1)C1C=CC=CC=1>CO>[C:16]1([C:17]([O:19][CH3:20])=[O:18])[N:15]=[CH:14][N:11]2[CH2:12][CH2:13][NH:8][CH2:9][C:10]=12. Reported procedure: Methyl 7-benzyl-5,6,7,8-tetrahydroimidazo[1,5-a]pyrazine-1-carboxylate (3.69 mmol) was dissolved in MeOH (20 ml), and the solution was flushed with nitrogen. Pd(OH)2 (250 mg) and a cat. amount of AcOH were added, and the mixture was again flushed with nitrogen for 20 min. The reaction mixture was reacted under a hydrogen atmosphere (50 psi) for 5 h on a Parr hydrogenation apparatus. Filtration over Celite was then carried out, followed by washing with methanol. The resulting crude product was pu... Reactants: CC(C(CP(OC)(OC)=O)=O)CCCC (dimethyl 3-methyl-2-oxoheptylphosphonate), [H-].[Na+] (sodium hydride), C(=O)C1C(C(C(C1)OC1OCCCC1)O)CCCCCCCO (3-formyl-2-(7-hydroxyheptyl)-5-(2-tetrahydropyranyloxy)cyclopentanol), [H][H] (hydrogen). Solvent: C(C)(=O)O (acetic acid), O1CCCC1 (tetrahydrofuran), O1CCCC1 (tetrahydrofuran), O1CCCC1 (tetrahydrofuran). Reaction conditions: time 2 hour. Product: OCCCCCCCC1C(C(CC1C=CC(C(CCCC)C)=O)OC1OCCCC1)O (2-(7-hydroxyheptyl)-3-(4-methyl-3-oxooct-1-enyl)-5-(2-tetrahydropyranyloxy)cyclopentanol). Isolated yield 93.6%. RXN SMILES: [CH3:1][CH:2]([CH2:12][CH2:13][CH2:14][CH3:15])[C:3](=[O:11])[CH2:4]P(=O)(OC)OC.[H-].[Na+].[H][H].[CH:20]([CH:22]1[CH2:26][CH:25]([O:27][CH:28]2[CH2:33][CH2:32][CH2:31][CH2:30][O:29]2)[CH:24]([OH:34])[CH:23]1[CH2:35][CH2:36][CH2:37][CH2:38][CH2:39][CH2:40][CH2:41][OH:42])=O>O1CCCC1.C(O)(=O)C>[OH:42][CH2:41][CH2:40][CH2:39][CH2:38][CH2:37][CH2:36][CH2:35][CH:23]1[CH:22]([CH:20]=[CH:4][C:3](=[O:11])[CH:2]([CH3:1])[CH2:12][CH2:13][CH2:14][CH3:15])[CH2:26][CH:25]([O:27][CH:28]2[CH2:33][CH2:32][CH2:31][CH2:30][O:29]2)[CH:24]1[OH:34] |f:1.2|. Reported procedure: A solution of dimethyl 3-methyl-2-oxoheptylphosphonate (2.36 g.) in tetrahydrofuran (20 ml.) was added dropwise to a stirred suspension of sodium hydride (0.24 g.) in tetrahydrofuran (50 ml.). The mixture was stirred at room temperature until the evolution of hydrogen had ceased, then treated dropwise with a solution of 3-formyl-2-(7-hydroxyheptyl)-5-(2-tetrahydropyranyloxy)cyclopentanol [3.28 g.; prepared as described above in Example 2(e)] in tetrahydrofuran (20 ml.) and stirred for a further ... Starting materials: ClC1=NC=C2N(C(CCN(C2=N1)CCN(C)C)=O)C (10-chloro-2-(2-dimethylaminoethyl)-6-methyl-2,6,9,11-tetrazabicyclo[5.4.0]undeca-7,9,11-trien-5-one), ClC1=NC=C2N(C(CCN(C2=N1)CCN(C)C)=O)C (10-chloro-2-(2-dimethylaminoethyl)-6-methyl-2,6,9,11-tetrazabicyclo[5.4.0]undeca-7,9,11-trien-5-one), NC1=C(C=C(C(=O)NC2CCN(CC2)C)C=C1)OC (4-amino-3-methoxy-N-(1-methyl-4-piperidyl)benzamide), O.C1(=CC=C(C=C1)S(=O)(=O)O)C (p-toluenesulphonic acid monohydrate), CO (methanol). Run in CC(C)O (IPA). The product is C1(CCCCC1)NC(C1=CC(=C(C=C1)NC1=NC=C2N(C(CCN(C2=N1)CCN(C)C)=O)C)OC)=O (N-cyclohexyl-4-[[2-(2-dimethylaminoethyl)-6-methyl-5-oxo-2,6,9,11-tetrazabicyclo[5.4.0]undeca-7,9,11-trien-10-yl]amino]-3-methoxy-benzamide). The yield is 39.7%. RXN SMILES: Cl[C:2]1[N:12]=[C:11]2[C:5]([N:6]([CH3:19])[C:7](=[O:18])[CH2:8][CH2:9][N:10]2[CH2:13][CH2:14][N:15]([CH3:17])[CH3:16])=[CH:4][N:3]=1.[NH2:20][C:21]1[CH:36]=[CH:35][C:24]([C:25]([NH:27][CH:28]2[CH2:33][CH2:32]N(C)[CH2:30][CH2:29]2)=[O:26])=[CH:23][C:22]=1[O:37][CH3:38].O.[C:40]1(C)C=CC(S(O)(=O)=O)=CC=1.CO>CC(O)C>[CH:28]1([NH:27][C:25](=[O:26])[C:24]2[CH:35]=[CH:36][C:21]([NH:20][C:2]3[N:12]=[C:11]4[C:5]([N:6]([CH3:19])[C:7](=[O:18])[CH2:8][CH2:9][N:10]4[CH2:13][CH2:14][N:15]([CH3:17])[CH3:16])=[CH:4][N:3]=3)=[C:22]([O:37][CH3:38])[CH:23]=2)[CH2:29][CH2:30][CH2:40][CH2:32][CH2:33]1 |f:2.3|. Reported procedure: 10-chloro-2-(2-dimethylaminoethyl)-6-methyl-2,6,9,11-tetrazabicyclo[5.4.0]undeca-7,9,11-trien-5-one (Intermediate 158; 84 mg, 0.30 mmol), 4-amino-3-methoxy-N-(1-methyl-4-piperidyl)benzamide (WO06/018220; 90 mg, 0.36 mmol) and p-toluenesulphonic acid monohydrate (113 mg, 0.60 mmol) were heated together in IPA (4 mL) by microwave irradiation at 150° C. for 20 minutes. The reaction mixture was loaded onto an SCX-2 (5 g) column pre-wet with methanol; the column was washed with methanol and the produ... Reactants: ClC1=C(C(=O)O)C=C(C=C1)[N+](=O)[O-] (2-chloro-5-nitro-benzoic acid), CC1=C(N)C=CC=C1C(F)(F)F (2-methyl-3-trifluoromethylaniline), C(CCCC)O (n-pentyl alcohol), [OH-].[Na+] (sodium hydroxide). The reagents and catalysts are [Cu] (copper). Product: [N+](=O)([O-])C1=CC=C(C(C(=O)O)=C1)NC1=C(C(=CC=C1)C(F)(F)F)C (5-nitro-N-(2-methyl-3-trifluoromethylphenyl) anthranilic acid). Reaction SMILES: Cl[C:2]1[CH:10]=[CH:9][C:8]([N+:11]([O-:13])=[O:12])=[CH:7][C:3]=1[C:4]([OH:6])=[O:5].C(O)CCCC.[OH-].[Na+].[CH3:22][C:23]1[C:29]([C:30]([F:33])([F:32])[F:31])=[CH:28][CH:27]=[CH:26][C:24]=1[NH2:25]>[Cu]>[N+:11]([C:8]1[CH:7]=[C:3]([C:4]([OH:6])=[O:5])[C:2]([NH:25][C:24]2[CH:26]=[CH:27][CH:28]=[C:29]([C:30]([F:31])([F:32])[F:33])[C:23]=2[CH3:22])=[CH:10][CH:9]=1)([O-:13])=[O:12] |f:2.3|. Procedure details: To a solution of 25 g. of 2-chloro-5-nitro-benzoic acid in 125 ml. of n-pentyl alcohol add 4.8 g. of sodium hydroxide pellets, 25 g. of 2-methyl-3-trifluoromethylaniline and 2 g. of copper powder. With constant stirring, reflux the reaction mixture for 18 hours. Concentrate the mixture to one half volume and dilute with water and ether. Acidify the aqueous layer to obtain a crude product which is recrystallized to yield 5-nitro-N-(2-methyl-3-trifluoromethylphenyl) anthranilic acid, m.p. 244°-245...